Dataset: the Open Reaction Database (ORD), a public repository of structured organic reaction records. Task: describe an organic reaction: reactants, conditions, products, and yield Product: C(C)OC(CC(CCC)N1C(NC2=C1C=C(C=C2)C)=O)=O (3-(6-Methyl-2-oxo-2,3-dihydro-benzimidazol-1-yl)-hexanoic acid ethyl ester). Conditions: time 16 hour. The reactants are C(C)OC(CC(CCC)NC1=C(C=CC(=C1)C)N)=O (3-(2-Amino-5-methyl-phenylamino)-hexanoic acid ethyl ester), C1=CN(C=N1)C(=O)N2C=CN=C2 (CDI). RXN SMILES: [CH2:1]([O:3][C:4](=[O:19])[CH2:5][CH:6]([NH:10][C:11]1[CH:16]=[C:15]([CH3:17])[CH:14]=[CH:13][C:12]=1[NH2:18])[CH2:7][CH2:8][CH3:9])[CH3:2].C1N=CN([C:25](N2C=NC=C2)=[O:26])C=1>C1COCC1.C(OCC)(=O)C>[CH2:1]([O:3][C:4](=[O:19])[CH2:5][CH:6]([N:10]1[C:11]2[CH:16]=[C:15]([CH3:17])[CH:14]=[CH:13][C:12]=2[NH:18][C:25]1=[O:26])[CH2:7][CH2:8][CH3:9])[CH3:2]. Procedure details: To a solution of 3-(2-Amino-5-methyl-phenylamino)-hexanoic acid ethyl ester (1.4 g, 5.3 mmol) in THF (20 mL) was added CDI (1.0 g, 6.4 mmol). The reaction mixture was stirred at room temperature for 16 h. When the reaction was complete, the reaction mixture was diluted with ethyl acetate and washed with water. The organic phase was dried over Na2SO4 and concentrated to afford 1.3 g of the desired product as dark brown solid. The resulting residue was used for the next reaction without further pu... The yield is 84.5%. Solvent: C(C)(=O)OCC (ethyl acetate), C1CCOC1 (THF). Starting materials: C(C1=CC=CC=C1)N1C(NN=C1C1=CC=C(C=C1)Cl)=O (4-benzyl-5-(4-chlorophenyl)-3H-1,2,4-triazol-3-one), [OH-].[Na+] (NaOH), CI (methyl iodide). Run in C(C)O (ethanol). Run at time 8 hour. Yields the product ClC1=CC=C(C=C1)C=1N(C(N(N1)C)=O)CC1=CC=CC=C1 (5-(4-Chlorophenyl)-2-methyl-4-benzyl-2,4-dihydro-3H-1,2,4-triazol-3-one). Reaction SMILES: [CH2:1]([N:8]1[C:12]([C:13]2[CH:18]=[CH:17][C:16]([Cl:19])=[CH:15][CH:14]=2)=[N:11][NH:10][C:9]1=[O:20])[C:2]1[CH:7]=[CH:6][CH:5]=[CH:4][CH:3]=1.[OH-].[Na+].[CH3:23]I>C(O)C>[Cl:19][C:16]1[CH:17]=[CH:18][C:13]([C:12]2[N:8]([CH2:1][C:2]3[CH:7]=[CH:6][CH:5]=[CH:4][CH:3]=3)[C:9](=[O:20])[N:10]([CH3:23])[N:11]=2)=[CH:14][CH:15]=1 |f:1.2|. Reported procedure: To a stirred, room temperature, suspension of 4-benzyl-5-(4-chlorophenyl)-3H-1,2,4-triazol-3-one (10.85 g, 3.797×10-2 mole), 1 molar aqueous NaOH (42 ml, 4.2×10-2 mole), and ethanol (15 ml) was added methyl iodide (3.6 ml, 5.8×10-2 mole). After stirring overnight, the reaction was transferred to a separatory funnel where it was extracted with EtOAc (3x). The EtOAc extracts were combined, washed with saturated aqueous NaCl, and dried over anhydrous Na2SO4. The drying agent was removed by filtrati... Starting materials: C(C)(C)(C)OC(=O)N1CCN(CC1)C1=C(C=CC(=C1)OS(=O)(=O)C(C(C(C(F)(F)F)(F)F)(F)F)(F)F)C1CC(CC(C1)(C)C)(C)C (4-[5-(nonafluorobutane-1-sulfonyloxy)-2-(3,3,5,5-tetramethylcyclohexyl)phenyl]piperazine-1-carboxylic acid t-butyl ester), N1CCOCC1 (morpholine), CC(C)([O-])C.[Na+] (sodium t-butoxide), C1(CCCCC1)P(C1=C(C=CC=C1)C1=C(C=CC=C1)N(C)C)C1CCCCC1 (2-dicyclohexylphosphino-2′-(N,N-dimethylamino)biphenyl). The reagents and catalysts are C=1C=CC(=CC1)/C=C/C(=O)/C=C/C2=CC=CC=C2.C=1C=CC(=CC1)/C=C/C(=O)/C=C/C2=CC=CC=C2.C=1C=CC(=CC1)/C=C/C(=O)/C=C/C2=CC=CC=C2.[Pd].[Pd] (tris(dibenzylideneacetone)dipalladium(0)). Run in C=1(C(=CC=CC1)C)C (xylene). Conditions: temperature 100 celsius, time 30 minute. Product: C(C)(C)(C)OC(=O)N1CCN(CC1)C1=C(C=CC(=C1)N1CCOCC1)C1CC(CC(C1)(C)C)(C)C (4-[5-Morpholin-4-yl-2-(3,3,5,5-tetramethylcyclohexyl)phenyl]piperazine-1-carboxylic acid t-butyl ester). Isolated yield 74.1%. As a reaction SMILES: [C:1]([O:5][C:6]([N:8]1[CH2:13][CH2:12][N:11]([C:14]2[CH:19]=[C:18](OS(C(F)(F)C(F)(F)C(F)(F)C(F)(F)F)(=O)=O)[CH:17]=[CH:16][C:15]=2[CH:37]2[CH2:42][C:41]([CH3:44])([CH3:43])[CH2:40][C:39]([CH3:46])([CH3:45])[CH2:38]2)[CH2:10][CH2:9]1)=[O:7])([CH3:4])([CH3:3])[CH3:2].[NH:47]1[CH2:52][CH2:51][O:50][CH2:49][CH2:48]1.CC(C)([O-])C.[Na+].C1(P(C2CCCCC2)C2C=CC=CC=2C2C=CC=CC=2N(C)C)CCCCC1>C1C=CC(/C=C/C(/C=C/C2C=CC=CC=2)=O)=CC=1.C1C=CC(/C=C/C(/C=C/C2C=CC=CC=2)=O)=CC=1.C1C=CC(/C=C/C(/C=C/C2C=CC=CC=2)=O)=CC=1.[Pd].[Pd].C1(C)C(C)=CC=CC=1>[C:1]([O:5][C:6]([N:8]1[CH2:13][CH2:12][N:11]([C:14]2[CH:19]=[C:18]([N:47]3[CH2:52][CH2:51][O:50][CH2:49][CH2:48]3)[CH:17]=[CH:16][C:15]=2[CH:37]2[CH2:38][C:39]([CH3:46])([CH3:45])[CH2:40][C:41]([CH3:44])([CH3:43])[CH2:42]2)[CH2:10][CH2:9]1)=[O:7])([CH3:4])([CH3:3])[CH3:2] |f:2.3,5.6.7.8.9|. Procedure: A mixture of 4-[5-(nonafluorobutane-1-sulfonyloxy)-2-(3,3,5,5-tetramethylcyclohexyl)phenyl]piperazine-1-carboxylic acid t-butyl ester (200 mg, 0.286 mmol) produced in Example (81c), morpholine (37.8 mg, 0.429 mmol), sodium t-butoxide (56.7 mg, 0.572 mmol), tris(dibenzylideneacetone)dipalladium(0) (13.1 mg, 0.0143 mmol), 2-dicyclohexylphosphino-2′-(N,N-dimethylamino)biphenyl (11.5 mg, 0.0286 mmol) and xylene (3 mL) was stirred for 13 hours and 30 minutes at an external temperature of 100° C. unde... Reactants: COC1=CC=C(C=C1)N1NC=2[C@@]3(CC[C@H](C2C1=O)C3(C)C)C ((4S,7R)-2-(4-methoxy-phenyl)-7,8,8-trimethyl-1,2,4,5,6,7-hexahydro-4,7-methano-indazol-3-one), COC1=CC=C(C=C1)N1NC=2[C@@]3(CC[C@H](C2C1=O)C3(C)C)C ((4S,7R)-2-(4-methoxy-phenyl)-7,8,8-trimethyl-1,2,4,5,6,7-hexahydro-4,7-methano-indazol-3-one), ICC (iodoethane). Solvent: CN(C=O)C (dimethylformamide), ClCCl (dichloromethane). Run at temperature 100 celsius. The product is C(C)N1N(C(C=2[C@H]3CC[C@@](C12)(C3(C)C)C)=O)C3=CC=C(C=C3)OC ((4S,7R)-1-ethyl-2-(4-methoxy-phenyl)-7,8,8-trimethyl-1,2,4,5,6,7-hexahydro-4,7-methano-indazol-3-one). Isolated yield 46.6%. RXN SMILES: [CH3:1][O:2][C:3]1[CH:8]=[CH:7][C:6]([N:9]2[C:17](=[O:18])[C:16]3[C@@H:15]4[C:19]([CH3:21])([CH3:20])[C@@:12]([CH3:22])([CH2:13][CH2:14]4)[C:11]=3[NH:10]2)=[CH:5][CH:4]=1.I[CH2:24][CH3:25]>CN(C)C=O.ClCCl>[CH2:24]([N:10]1[C:11]2[C@@:12]3([CH3:22])[C:19]([CH3:21])([CH3:20])[C@H:15]([CH2:14][CH2:13]3)[C:16]=2[C:17](=[O:18])[N:9]1[C:6]1[CH:5]=[CH:4][C:3]([O:2][CH3:1])=[CH:8][CH:7]=1)[CH3:25]. Procedure details: A mixture of (4S,7R)-2-(4-methoxy-phenyl)-7,8,8-trimethyl-1,2,4,5,6,7-hexahydro-4,7-methano-indazol-3-one (Intermediate 40; 300 mg, 1.0 mmol) and iodoethane (405 μL, 5.0 mmol) in dimethylformamide (9 mL) was heated in a sealed tube at ˜100° C. overnight. The reaction mixture was allowed to cool to room temperature, diluted with dichloromethane (100 mL), transferred to a round-bottomed flask and evaporated. Ethyl acetate (100 mL) was added and the solution was washed with water, concentrated aque... Reactants: C(C=C)OC1=CC(=C(C#N)C=C1)F (4-(allyloxy)-2-fluorobenzonitrile), [H-].C(C(C)C)[Al+]CC(C)C (diisobutylaluminum hydride), C1CCOC1 (THF), [H-].C(C(C)C)[Al+]CC(C)C (DIBAL). Reaction conditions: temperature 0 celsius, time 30 minute. Yields the product C(C=C)OC1=CC(=C(C=O)C=C1)F (4-(allyloxy)-2-fluorobenzaldehyde). As a reaction SMILES: [CH2:1]([O:4][C:5]1[CH:12]=[CH:11][C:8]([C:9]#N)=[C:7]([F:13])[CH:6]=1)[CH:2]=[CH2:3].[H-].C([Al+]CC(C)C)C(C)C.C1C[O:27]CC1>>[CH2:1]([O:4][C:5]1[CH:12]=[CH:11][C:8]([CH:9]=[O:27])=[C:7]([F:13])[CH:6]=1)[CH:2]=[CH2:3] |f:1.2|. Reported procedure: The product from Example 53A (6.42 g, 36.5 mmoles) in anhydrous THF (50 mL) was treated with diisobutylaluminum hydride (DIBAL) (37.0 mL, 37.0 mmoles, 1.0M in hexanes) dropwise at −78° C. After 30 minutes, an additional portion of DIBAL (37.0 mL) was added dropwise. After an additional 30 minutes, the acetone/dry ice bath was removed, and the reaction mixture was warmed to 0° C. After an additional 30 minutes, the reaction was carefully quenched with saturated NH4Cl. The mixture was diluted with... Starting materials: C(CC(O)(C(=O)O)CC(=O)O)(=O)O (citric acid), halide, [OH-] (hydroxide), C(C)I (ethyl iodide), N1=CC=CC=C1 (Pyridine). Yields the product C(CC(O)(C(=O)[O-])CC(=O)[O-])(=O)[O-].C(C)[N+]1=CC=CC=C1.C(C)[N+]1=CC=CC=C1.C(C)[N+]1=CC=CC=C1 (N-Ethylpyridinium citrate). RXN SMILES: [CH2:1](I)[CH3:2].[OH-].[C:5]([OH:17])(=[O:16])[CH2:6][C:7]([CH2:12][C:13]([OH:15])=[O:14])([C:9]([OH:11])=[O:10])[OH:8].[N:18]1[CH:23]=[CH:22][CH:21]=[CH:20][CH:19]=1>>[C:5]([O-:17])(=[O:16])[CH2:6][C:7]([CH2:12][C:13]([O-:15])=[O:14])([C:9]([O-:11])=[O:10])[OH:8].[CH2:23]([N+:18]1[CH:2]=[CH:1][CH:21]=[CH:20][CH:19]=1)[CH3:22].[CH2:23]([N+:18]1[CH:2]=[CH:1][CH:21]=[CH:20][CH:19]=1)[CH3:22].[CH2:23]([N+:18]1[CH:2]=[CH:1][CH:21]=[CH:20][CH:19]=1)[CH3:22] |f:4.5.6.7|. Reported procedure: Pyridine is reacted with ethyl iodide; the halide intermediate is converted to the hydroxide with Rexyn 201 (Fisher Scientific Co.), and then reacted with citric acid.